Dataset: the Open Reaction Database (ORD), a public repository of structured organic reaction records. Task: describe an organic reaction: reactants, conditions, products, and yield Starting materials: C(C)(=O)C=1C=NC2=CC=C(N=C2C1NC1CCC(CC1)NC(OC(C)(C)C)=O)C1=CC(=C(C(=C1)F)O)Cl (tert-butyl (4-{[3-acetyl-6-(3-chloro-5-fluoro-4-hydroxyphenyl)-1,5-naphthyridin-4-yl]amino}cyclohexyl)carbamate), C(=O)(C(F)(F)F)O (TFA), C1(=C(C(=C(C(=C1F)F)F)N)F)N.Cl.Cl (dihydrochloride). Product: Cl.Cl.N[C@@H]1CC[C@H](CC1)NC1=C(C=NC2=CC=C(N=C12)C1=CC(=C(C(=C1)F)O)Cl)C(C)=O (1-{4-[trans-(4-Aminocyclohexyl)amino]-6-(3-chloro-5-fluoro-4-hydroxyphenyl)-1,5-naphthyridin-3-yl}ethanone dihydrochloride). The yield is 45.0%. Reaction SMILES: [C:1]([C:4]1[CH:5]=[N:6][C:7]2[C:12]([C:13]=1[NH:14][CH:15]1[CH2:20][CH2:19][CH:18]([NH:21]C(=O)OC(C)(C)C)[CH2:17][CH2:16]1)=[N:11][C:10]([C:29]1[CH:34]=[C:33]([F:35])[C:32]([OH:36])=[C:31]([Cl:37])[CH:30]=1)=[CH:9][CH:8]=2)(=[O:3])[CH3:2].C(O)(C(F)(F)F)=O.C1(N)C(F)=C(F)C(F)=C(N)C=1F.[ClH:57].Cl>>[ClH:37].[ClH:57].[NH2:21][C@H:18]1[CH2:19][CH2:20][C@H:15]([NH:14][C:13]2[C:12]3[C:7](=[CH:8][CH:9]=[C:10]([C:29]4[CH:34]=[C:33]([F:35])[C:32]([OH:36])=[C:31]([Cl:37])[CH:30]=4)[N:11]=3)[N:6]=[CH:5][C:4]=2[C:1](=[O:3])[CH3:2])[CH2:16][CH2:17]1 |f:2.3.4,5.6.7|. Procedure details: Following general procedure IV-2, tert-butyl (4-{[3-acetyl-6-(3-chloro-5-fluoro-4-hydroxyphenyl)-1,5-naphthyridin-4-yl]amino}cyclohexyl)carbamate (0.20 mmol) was reacted with TFA (2 mL) followed by formation of the dihydrochloride salt to afford the desired product (45 mg, 45% over two steps) as a white solid: 1H NMR (500 MHz, D2O) δ 8.99 (s, 1H), 8.13 (d, J=9.0 Hz, 1H), 8.03 (d, J=9.0 Hz, 1H), 7.40-7.34 (m, 2H), 4.91-4.94 (m, 1H), 3.35-3.28 (m, 1H), 2.72 (s, 3H), 2.30-2.22 (m, 2H), 2.21-2.14 (m...